Dataset: the Open Reaction Database (ORD), a public repository of structured organic reaction records. Task: describe an organic reaction: reactants, conditions, products, and yield RXN SMILES: [CH3:1][O:2][c:3]1[n:4][cH:5][cH:6][c:7]([B:9]([OH:10])[OH:11])[cH:8]1.[F:12][C:13]([F:14])([F:15])[S:16]([O:17][c:18]1[c:19]2[c:24]([cH:25][cH:26][cH:27]1)[O:23][CH2:22][CH:21]([N:28]([CH2:29][c:30]1[cH:31][cH:32][cH:33][cH:34][cH:35]1)[CH2:36][c:37]1[cH:38][cH:39][cH:40][cH:41][cH:42]1)[CH2:20]2)(=[O:43])=[O:44]>>[CH3:1][O:2][c:3]1[n:4][cH:5][cH:6][c:7](-[c:18]2[c:19]3[c:24]([cH:25][cH:26][cH:27]2)[O:23][CH2:22][CH:21]([N:28]([CH2:29][c:30]2[cH:31][cH:32][cH:33][cH:34][cH:35]2)[CH2:36][c:37]2[cH:38][cH:39][cH:40][cH:41][cH:42]2)[CH2:20]3)[cH:8]1. Starting materials: COc1cc(B(O)O)ccn1, O=S(=O)(Oc1cccc2c1CC(N(Cc1ccccc1)Cc1ccccc1)CO2)C(F)(F)F. The product is COc1cc(-c2cccc3c2CC(N(Cc2ccccc2)Cc2ccccc2)CO3)ccn1. The reactants are CC1(C2C1C(=O)OC2=O)C (3,3-dimethyl-1,2-cyclopropanedicarboxylic acid anhydride), CNN (methylhydrazine). Run in C(C)O (ethyl alcohol). Yields the product CN1C(C2C(C2C(N1)=O)(C)C)=O ((±)-3,7,7-Trimethyl-3,4-diazabicyclo[4.1.0]heptane-2,5-dione). The yield is 27.4%. RXN SMILES: [CH3:1][C:2]1([CH3:10])[CH:4]2[C:5]([O:7][C:8](=O)[CH:3]12)=[O:6].[CH3:11][NH:12][NH2:13]>C(O)C>[CH3:11][N:12]1[NH:13][C:5](=[O:6])[CH:4]2[CH:3]([C:2]2([CH3:10])[CH3:1])[C:8]1=[O:7]. Procedure details: In 5 ml of ethyl alcohol were added 949 mg (6.77 mmol) of 3,3-dimethyl-1,2-cyclopropanedicarboxylic acid anhydride and 0.36 ml (6.77 mmol) of methylhydrazine, and the mixture was heated under reflux for 16 hours. The solvent was removed by distillation under reduced pressure, and the residue was purified by silica gel column chromatography. Recrystallization from ethyl acetate/hexane afforded 312 mg (27.3%) of the titled compound. The reactants are COCCOCCOC, COc1cc2nccc(Cl)c2cc1OC, O=C(c1ccc(O)cc1)c1cccc(C(F)(F)F)c1. Yields the product COc1cc2nccc(Oc3ccc(C(=O)c4cccc(C(F)(F)F)c4)cc3)c2cc1OC. Reaction SMILES: [CH3:35][O:36][CH2:37][CH2:38][O:39][CH2:40][CH2:41][O:42][CH3:43].[Cl:20][c:21]1[cH:22][cH:23][n:24][c:25]2[cH:26][c:27]([O:33][CH3:34])[c:28]([O:31][CH3:32])[cH:29][c:30]12.[OH:1][c:2]1[cH:3][cH:4][c:5]([C:8](=[O:9])[c:10]2[cH:11][c:12]([C:16]([F:17])([F:18])[F:19])[cH:13][cH:14][cH:15]2)[cH:6][cH:7]1>>[O:1]([c:2]1[cH:3][cH:4][c:5]([C:8](=[O:9])[c:10]2[cH:11][c:12]([C:16]([F:17])([F:18])[F:19])[cH:13][cH:14][cH:15]2)[cH:6][cH:7]1)[c:21]1[cH:22][cH:23][n:24][c:25]2[cH:26][c:27]([O:33][CH3:34])[c:28]([O:31][CH3:32])[cH:29][c:30]12. The reactants are SC1=NN=NN1C1=CC=CC=C1 (5-Mercapto-1-phenyltetrazole), C1(=CC=CC=C1)P(C1=CC=CC=C1)C1=CC=CC=C1 (triphenylphosphine), N(=NC(=O)OC(C)C)C(=O)OC(C)C (diisopropyl azodicarboxylate), COC(\C=C(\CCO)/C)=O (methyl-(2E)-5-hydroxy-3-methylpent-2-enoate). Solvent: C(C)(=O)OCC (ethyl acetate), C1CCOC1 (THF). Conditions: time 2 hour. Product: COC(\C=C(\CCSC1=NN=NN1C1=CC=CC=C1)/C)=O (methyl-(2E)-3-methyl-5-[(1-phenyl-1-H-tetrazol-5-yl)thio]pent-2-enoate). Isolated yield 104.7%. RXN SMILES: [SH:1][C:2]1[N:6]([C:7]2[CH:12]=[CH:11][CH:10]=[CH:9][CH:8]=2)[N:5]=[N:4][N:3]=1.C1(P(C2C=CC=CC=2)C2C=CC=CC=2)C=CC=CC=1.N(C(OC(C)C)=O)=NC(OC(C)C)=O.[CH3:46][O:47][C:48](=[O:55])/[CH:49]=[C:50](\[CH3:54])/[CH2:51][CH2:52]O>C(OCC)(=O)C.C1COCC1>[CH3:46][O:47][C:48](=[O:55])/[CH:49]=[C:50](\[CH3:54])/[CH2:51][CH2:52][S:1][C:2]1[N:6]([C:7]2[CH:12]=[CH:11][CH:10]=[CH:9][CH:8]=2)[N:5]=[N:4][N:3]=1. Procedure details: 5-Mercapto-1-phenyltetrazole (2.62 g, 14.60 mmol), triphenylphosphine (3.83 g, 14.60 mmol) and diisopropyl azodicarboxylate (95%, 2.96 g, 14.60 mmol) were added to a THF (36.8 ml) solution of methyl-(2E)-5-hydroxy-3-methylpent-2-enoate (1.16 g, 7.31 mmol) while ice cooling. The reaction solution was warmed to room temperature and stirred for two hours. After the reaction solution was diluted with ethyl acetate, it was washed with distilled water and brine. After the organic layer was dried over ... Starting materials: FC(F)(F)c1cccnc1Cl, NCC1CCN(C(=O)OCc2ccccc2)CC1. The product is O=C(OCc1ccccc1)N1CCC(CNc2ncccc2C(F)(F)F)CC1. RXN SMILES: [Cl:19][c:20]1[n:21][cH:22][cH:23][cH:24][c:25]1[C:26]([F:27])([F:28])[F:29].[NH2:1][CH2:2][CH:3]1[CH2:4][CH2:5][N:6]([C:9](=[O:10])[O:11][CH2:12][c:13]2[cH:14][cH:15][cH:16][cH:17][cH:18]2)[CH2:7][CH2:8]1>>[NH:1]([CH2:2][CH:3]1[CH2:4][CH2:5][N:6]([C:9](=[O:10])[O:11][CH2:12][c:13]2[cH:14][cH:15][cH:16][cH:17][cH:18]2)[CH2:7][CH2:8]1)[c:20]1[n:21][cH:22][cH:23][cH:24][c:25]1[C:26]([F:27])([F:28])[F:29]. Starting materials: CCCCCC.C(C)(=O)OCC (hexane ethyl acetate), N1C=NC=C1 (imidazole), CC(C)(C)[Si](C)(C)Cl (TBDMSCl), [N+](=O)([O-])C1=CC=C(OCCO)C=C1 (2-(4-nitrophenoxy)ethanol). Solvent: CN(C)C=O (DMF), O (water). Run at time 1 hour. Product: C(C)(C)(C)[Si](OCCOC1=CC=C(C=C1)[N+](=O)[O-])(C)C (tert-butyldimethyl(2-(4-nitrophenoxy)ethoxy)silane). Reaction SMILES: [N+:1]([C:4]1[CH:13]=[CH:12][C:7]([O:8][CH2:9][CH2:10][OH:11])=[CH:6][CH:5]=1)([O-:3])=[O:2].N1C=CN=C1.[CH3:19][C:20]([Si:23](Cl)([CH3:25])[CH3:24])([CH3:22])[CH3:21].CCCCCC.C(OCC)(=O)C>CN(C=O)C.O>[C:20]([Si:23]([CH3:25])([CH3:24])[O:11][CH2:10][CH2:9][O:8][C:7]1[CH:12]=[CH:13][C:4]([N+:1]([O-:3])=[O:2])=[CH:5][CH:6]=1)([CH3:22])([CH3:21])[CH3:19] |f:3.4|. Reported procedure: To a solution of 2-(4-nitrophenoxy)ethanol (6.40 g) in DMF were added imidazole (4.75 g) and TBDMSCl (6.84 g) and reaction mixture was stirred at room temperature for 1 hr. The reaction was monitored on TLC using hexane:ethyl acetate (7:3) as mobile phase. After completion of the reaction, water was added and the mixture was extracted with ethyl acetate. The organic layer was dried over sodium sulfate and the solvent removed under reduced pressure. The crude material was purified by column chrom... Isolated yield 28.0%. Starting materials: ClC1=NC(=CC(=N1)O)Cl (2,6-dichloro-pyrimidin-4-ol), C(=O)([O-])[O-].[K+].[K+] (K2CO3), ICC (iodoethane). Product: ClC1=NC(=CC(N1CC)=O)Cl (2,6-dichloro-3-ethyl-3H-pyrimidin-4-one). Run at temperature 0 celsius, time 8 hour. Reported procedure: A solution of 2,6-dichloro-pyrimidin-4-ol (1.0 g, 6.1 mmol) and K2CO3 (1.1 g, 7.9 mmol) in DMF (10 mL) was stirred at RT for 15 min. The reaction mixture was cooled to 0° C., and iodoethane (1.1 mL, 6.7 mmol) was added dropwise. After stirring overnight at RT, the reaction mixture was diluted with EA, washed with brine, dried (Na2SO4) and concentrated in vacuo. The residue was purified by silica chromatography (20:1, EA:PE) to give 330 mg (28%) of the title compound. 1H NMR (400 MHz, CDCl3): δ 1... The solvent is CC(OCC)=O (EA), CN(C)C=O (DMF). As a reaction SMILES: [Cl:1][C:2]1[N:7]=[C:6]([OH:8])[CH:5]=[C:4]([Cl:9])[N:3]=1.C([O-])([O-])=O.[K+].[K+].I[CH2:17][CH3:18]>CN(C=O)C.CC(=O)OCC>[Cl:1][C:2]1[N:7]([CH2:17][CH3:18])[C:6](=[O:8])[CH:5]=[C:4]([Cl:9])[N:3]=1 |f:1.2.3|. Reactants: BrC=1C(=NC=C(C1)C(NC1=CC=C(C=C1)OC(F)(F)F)=O)N1C[C@H](CC1)NC(OC(C)(C)C)=O ((S)-tert-butyl (1-(3-bromo-5-((4-(trifluoromethoxy)phenyl)carbamoyl)pyridin-2-yl)pyrrolidin-3-yl)carbamate), N1=CN=CC(=C1)B(O)O (pyrimidin-5-ylboronic acid). Yields the product N[C@@H]1CN(CC1)C1=NC=C(C(=O)NC2=CC=C(C=C2)OC(F)(F)F)C=C1C=1C=NC=NC1 ((S)-6-(3-Aminopyrrolidin-1-yl)-5-(pyrimidin-5-yl)-N-(4-(trifluoromethoxy)phenyl)nicotinamide). As a reaction SMILES: Br[C:2]1[C:3]([N:22]2[CH2:26][CH2:25][C@H:24]([NH:27]C(=O)OC(C)(C)C)[CH2:23]2)=[N:4][CH:5]=[C:6]([C:8](=[O:21])[NH:9][C:10]2[CH:15]=[CH:14][C:13]([O:16][C:17]([F:20])([F:19])[F:18])=[CH:12][CH:11]=2)[CH:7]=1.[N:35]1[CH:40]=[C:39](B(O)O)[CH:38]=[N:37][CH:36]=1>>[NH2:27][C@H:24]1[CH2:25][CH2:26][N:22]([C:3]2[C:2]([C:39]3[CH:40]=[N:35][CH:36]=[N:37][CH:38]=3)=[CH:7][C:6]([C:8]([NH:9][C:10]3[CH:11]=[CH:12][C:13]([O:16][C:17]([F:18])([F:20])[F:19])=[CH:14][CH:15]=3)=[O:21])=[CH:5][N:4]=2)[CH2:23]1. Procedure: The title compound was prepared in an analogous fashion to that described in Example 93 using (S)-tert-butyl (1-(3-bromo-5-((4-(trifluoromethoxy)phenyl)carbamoyl)pyridin-2-yl)pyrrolidin-3-yl)carbamate (Stage 96.1) and pyrimidin-5-ylboronic acid. LC-MS (Condition 6) tR=0.89 min, m/z=445.0 [M+H]+.